This data is from the Open Reaction Database (ORD), a public repository of structured organic reaction records. The task is: describe an organic reaction: reactants, conditions, products, and yield Starting materials: C(C)(C)(C)OC(=O)N1CCC(CC1)N1N=CC(=C1)C=1C=NC(=C(C1)C=1N=CC2=C(C=CC=C2C1)Cl)N (4-{4-[6-amino-5-(8-chloroisoquinolin-3-yl)-pyridin-3-yl]-pyrazol-1-yl}-piperidine-1-carboxylic acid tert-butyl ester), O1CCOCC1 (1,4-dioxane), Cl (HCl). Conditions: time 70 minute. The product is Cl.Cl.Cl.ClC=1C=CC=C2C=C(N=CC12)C=1C(=NC=C(C1)C=1C=NN(C1)C1CCNCC1)N (3-(8-Chloroisoquinolin-3-yl)-5-(1-piperidin-4-yl-1H-pyrazol-4-yl)-pyridin-2-ylamine trihydrochloride). As a reaction SMILES: C(OC([N:8]1[CH2:13][CH2:12][CH:11]([N:14]2[CH:18]=[C:17]([C:19]3[CH:20]=[N:21][C:22]([NH2:36])=[C:23]([C:25]4[N:26]=[CH:27][C:28]5[C:33]([CH:34]=4)=[CH:32][CH:31]=[CH:30][C:29]=5[Cl:35])[CH:24]=3)[CH:16]=[N:15]2)[CH2:10][CH2:9]1)=O)(C)(C)C.O1CCOCC1.[ClH:43]>>[ClH:35].[ClH:43].[ClH:35].[Cl:35][C:29]1[CH:30]=[CH:31][CH:32]=[C:33]2[C:28]=1[CH:27]=[N:26][C:25]([C:23]1[C:22]([NH2:36])=[N:21][CH:20]=[C:19]([C:17]3[CH:16]=[N:15][N:14]([CH:11]4[CH2:10][CH2:9][NH:8][CH2:13][CH2:12]4)[CH:18]=3)[CH:24]=1)=[CH:34]2 |f:3.4.5.6|. Procedure details: To a solution of 4-{4-[6-amino-5-(8-chloroisoquinolin-3-yl)-pyridin-3-yl]-pyrazol-1-yl}-piperidine-1-carboxylic acid tert-butyl ester (64.2 mg, 0.127 mmol) in 1,4-dioxane (1.5 mL, 19 mmol) was added HCl (4.0 M in 1,4-dioxane; 1.2 mL, 4.8 mmol), and the mixture was stirred at ambient temperature for 70 min. Almost immediately an off-white solid precipitated. The solid was filtered off, washed with MTBE, and dried in vacuo overnight to give the title compound as yellow solid. It appeared to be sli... Reactants: COc1ccc2c3c(cccc13)N=C2SC, CCO, I, NCCCCc1ccncc1. Yields the product I, COc1ccc2c3c(cccc13)N=C2NCCCCc1ccncc1. RXN SMILES: [CH3:13][O:14][c:15]1[cH:16][cH:17][c:18]2[c:26]3[c:21]([cH:22][cH:23][cH:24][c:25]13)[N:20]=[C:19]2[S:27][CH3:28].[CH3:29][CH2:30][OH:31].[IH:12].[n:1]1[cH:2][cH:3][c:4]([CH2:7][CH2:8][CH2:9][CH2:10][NH2:11])[cH:5][cH:6]1>>[IH:12].[n:1]1[cH:2][cH:3][c:4]([CH2:7][CH2:8][CH2:9][CH2:10][NH:11][C:19]2=[N:20][c:21]3[cH:22][cH:23][cH:24][c:25]4[c:15]([O:14][CH3:13])[cH:16][cH:17][c:18]2[c:26]34)[cH:5][cH:6]1. Starting materials: BrC=1C(=NC=C(C(=O)NC2=CC=C(C=C2)OC(F)(F)F)C1)OCCOC (5-bromo-6-(2-methoxyethoxy)-N-(4-(trifluoromethoxy)phenyl)nicotinamide), CC1(OB(OC1(C)C)C=1C=NC=NC1)C (5-(4,4,5,5-tetramethyl-1,3,2-dioxaborolan-2-yl)pyrimidine), C1(=CC=CC=C1)C (toluene), [O-]P(=O)([O-])[O-].[K+].[K+].[K+] (K3PO4). Reagents/catalysts: C=1C=CC(=CC1)[P](C=2C=CC=CC2)(C=3C=CC=CC3)[Pd]([P](C=4C=CC=CC4)(C=5C=CC=CC5)C=6C=CC=CC6)([P](C=7C=CC=CC7)(C=8C=CC=CC8)C=9C=CC=CC9)[P](C=1C=CC=CC1)(C=1C=CC=CC1)C=1C=CC=CC1 (Pd(Ph3P)4). Solvent: CO (MeOH). Reaction conditions: time 15 minute. Product: COCCOC1=NC=C(C(=O)NC2=CC=C(C=C2)OC(F)(F)F)C=C1C=1C=NC=NC1 (6-(2-Methoxyethoxy)-5-(pyrimidin-5-yl)-N-(4-(trifluoromethoxy)phenyl)nicotinamide). RXN SMILES: Br[C:2]1[C:3]([O:22][CH2:23][CH2:24][O:25][CH3:26])=[N:4][CH:5]=[C:6]([CH:21]=1)[C:7]([NH:9][C:10]1[CH:15]=[CH:14][C:13]([O:16][C:17]([F:20])([F:19])[F:18])=[CH:12][CH:11]=1)=[O:8].CC1(C)C(C)(C)OB([C:35]2[CH:36]=[N:37][CH:38]=[N:39][CH:40]=2)O1.C1(C)C=CC=CC=1.[O-]P([O-])([O-])=O.[K+].[K+].[K+]>CO.C1C=CC([P]([Pd]([P](C2C=CC=CC=2)(C2C=CC=CC=2)C2C=CC=CC=2)([P](C2C=CC=CC=2)(C2C=CC=CC=2)C2C=CC=CC=2)[P](C2C=CC=CC=2)(C2C=CC=CC=2)C2C=CC=CC=2)(C2C=CC=CC=2)C2C=CC=CC=2)=CC=1>[CH3:26][O:25][CH2:24][CH2:23][O:22][C:3]1[C:2]([C:35]2[CH:36]=[N:37][CH:38]=[N:39][CH:40]=2)=[CH:21][C:6]([C:7]([NH:9][C:10]2[CH:15]=[CH:14][C:13]([O:16][C:17]([F:20])([F:19])[F:18])=[CH:12][CH:11]=2)=[O:8])=[CH:5][N:4]=1 |f:3.4.5.6,^1:62,64,83,102|. Procedure: A mixture of 5-bromo-6-(2-methoxyethoxy)-N-(4-(trifluoromethoxy)phenyl)nicotinamide (Stage 51.1, 50 mg, 0.115 mmol) Pd(Ph3P)4 (13 mg, 0.011 mmol) and 5-(4,4,5,5-tetramethyl-1,3,2-dioxaborolan-2-yl)pyrimidine (36 mg, 0.172 mmol) and toluene (0.5 mL) was stirred for 15 min. at RT. K3PO4 (73 mg, 0.345 mmol) was added and the RM was stirred at 110° C. for 6 h. The RM was diluted with MeOH, filtered through a cartridge of PL-Thiol MP-Resin, and the filtrate was evaporated to dryness under reduced pre... The reactants are CS(=O)(=O)N (methanesulfonamide), COC1=CC=C(CO[C@@H]2CN(CC2)S(=O)(=O)N)C=C1 ((S)-3-((4-methoxybenzyl)oxy)pyrrolidine-1-sulfonamide), C12(CC3CC(CC(C1)C3)C2)COC2=CC(=C(C(=O)O)C=C2C2CC2)F (4-(adamantan-1-ylmethoxy)-5-cyclopropyl-2-fluorobenzoic acid), C12(CC3CC(CC(C1)C3)C2)COC2=CC(=C(C(=O)O)C=C2Cl)F (4-(adamantan-1-ylmethoxy)-5-chloro-2-fluorobenzoic acid). Yields the product C12(CC3CC(CC(C1)C3)C2)COC2=CC(=C(C(=O)NS(=O)(=O)N3C[C@H](CC3)OCC3=CC=C(C=C3)OC)C=C2Cl)F (4-(adamantan-1-ylmethoxy)-5-chloro-2-fluoro-N—(((S)-3-((4-methoxybenzyl)oxy)pyrrolidin-1-yl)sulfonyl)benzamide), solid. Yield: 47.0%. Reaction SMILES: C12(COC3C(C4CC4)=CC(C(O)=O)=C(F)C=3)CC3CC(CC(C3)C1)C2.[C:26]12([CH2:36][O:37][C:38]3[C:46]([Cl:47])=[CH:45][C:41]([C:42](O)=[O:43])=[C:40]([F:48])[CH:39]=3)[CH2:35][CH:30]3[CH2:31][CH:32]([CH2:34][CH:28]([CH2:29]3)[CH2:27]1)[CH2:33]2.CS(N)(=O)=O.[CH3:54][O:55][C:56]1[CH:72]=[CH:71][C:59]([CH2:60][O:61][C@H:62]2[CH2:66][CH2:65][N:64]([S:67]([NH2:70])(=[O:69])=[O:68])[CH2:63]2)=[CH:58][CH:57]=1>>[C:26]12([CH2:36][O:37][C:38]3[C:46]([Cl:47])=[CH:45][C:41]([C:42]([NH:70][S:67]([N:64]4[CH2:65][CH2:66][C@H:62]([O:61][CH2:60][C:59]5[CH:71]=[CH:72][C:56]([O:55][CH3:54])=[CH:57][CH:58]=5)[CH2:63]4)(=[O:69])=[O:68])=[O:43])=[C:40]([F:48])[CH:39]=3)[CH2:27][CH:28]3[CH2:34][CH:32]([CH2:31][CH:30]([CH2:29]3)[CH2:35]1)[CH2:33]2. Procedure: Following the procedure as described in Example 50 step 5 and making variations as required to replace 4-(adamantan-1-ylmethoxy)-5-cyclopropyl-2-fluorobenzoic acid with 4-(adamantan-1-ylmethoxy)-5-chloro-2-fluorobenzoic acid and methanesulfonamide with (S)-3-((4-methoxybenzyl)oxy)pyrrolidine-1-sulfonamide, the title compound was obtained as colorless solid (0.17 g, 47%): MS (ES+) m/z 607.1, 609.1 (M+1); MS (ES−) m/z 605.3, 607.3 (M−1). Reaction SMILES: [CH3:1][C:2]1[CH:3]=[C:4]([CH:9]2[C:16]3[CH:15]=[C:14]([C:17]([O:19]C)=[O:18])[NH:13][C:12]=3[CH2:11][CH2:10]2)[CH:5]=[C:6]([CH3:8])[CH:7]=1.O.[OH-].[Li+].C1COCC1>CO>[CH3:1][C:2]1[CH:3]=[C:4]([CH:9]2[C:16]3[CH:15]=[C:14]([C:17]([OH:19])=[O:18])[NH:13][C:12]=3[CH2:11][CH2:10]2)[CH:5]=[C:6]([CH3:8])[CH:7]=1 |f:1.2.3|. Run in CO (methanol). The reactants are CC=1C=C(C=C(C1)C)C1CCC=2NC(=CC21)C(=O)OC (methyl 4-(3,5-dimethylphenyl)-1,4,5,6-tetrahydrocyclopenta[b]pyrrole-2-carboxylate), O.[OH-].[Li+] (lithium hydroxide monohydrate), C1CCOC1 (THF). Reported procedure: The title compound was synthesized from methyl 4-(3,5-dimethylphenyl)-1,4,5,6-tetrahydrocyclopenta[b]pyrrole-2-carboxylate (150 mg, 0.45 mmol) and lithium hydroxide monohydrate (108 mg, 4.5 mmol), according to General Procedure 7. A 1:1 mixture of THF and methanol (10 mL) was used. The resulting product was purified by chromatography over silica gel (gradient 0 to 100% EtOAc in heptane over 20 min) to give the title compound. 1H NMR (400 MHz, METHANOL-d4) δ ppm 2.16-2.22 (m, 1H), 2.24 (s, 6H), 2... The product is CC=1C=C(C=C(C1)C)C1CCC=2NC(=CC21)C(=O)O (4-(3,5-dimethylphenyl)-1,4,5,6-tetrahydrocyclopenta[b]pyrrole-2-carboxylic acid). Starting materials: Cc1sc(C(=O)O)cc1-c1ccnn1C, CCN(C(C)C)C(C)C, ClC(Cl)Cl, NC(Cc1ccc(F)cc1)CN1C(=O)c2ccccc2C1=O. The product is Cc1sc(C(=O)NC(Cc2ccc(F)cc2)CN2C(=O)c3ccccc3C2=O)cc1-c1ccnn1C. RXN SMILES: [CH3:1][c:2]1[c:3](-[c:10]2[cH:11][cH:12][n:13][n:14]2[CH3:15])[cH:4][c:5]([C:7](=[O:8])[OH:9])[s:6]1.[CH:38]([N:39]([CH2:40][CH3:41])[CH:42]([CH3:43])[CH3:44])([CH3:45])[CH3:46].[CH:47]([Cl:48])([Cl:49])[Cl:50].[NH2:16][CH:17]([CH2:18][N:19]1[C:20](=[O:29])[c:21]2[cH:22][cH:23][cH:24][cH:25][c:26]2[C:27]1=[O:28])[CH2:30][c:31]1[cH:32][cH:33][c:34]([F:37])[cH:35][cH:36]1>>[CH3:1][c:2]1[c:3](-[c:10]2[cH:11][cH:12][n:13][n:14]2[CH3:15])[cH:4][c:5]([C:7](=[O:9])[NH:16][CH:17]([CH2:18][N:19]2[C:20](=[O:29])[c:21]3[cH:22][cH:23][cH:24][cH:25][c:26]3[C:27]2=[O:28])[CH2:30][c:31]2[cH:32][cH:33][c:34]([F:37])[cH:35][cH:36]2)[s:6]1. The reactants are FC(S(=O)(=O)OC1=CC=C2C(=C(N(C2=C1)CC1=NC=CC=C1)C(C)C)C(NCC1=CC(=C(C=C1)F)F)=O)(F)F (3-(3,4-difluorobenzylcarbamoyl)-2-isopropyl-1-(pyridin-2-ylmethyl)-1H-indol-6-yl trifluoromethanesulfonate), FC(S(=O)(=O)OC1=CC=C2C(=C(N(C2=C1)CC1=NC=CC=C1)C(C)C)C(NCC1=CC(=C(C=C1)F)F)=O)(F)F (3-(3,4-difluorobenzylcarbamoyl)-2-isopropyl-1-(pyridin-2-ylmethyl)-1H-indol-6-yl trifluoromethanesulfonate), N1N=C(C=C1)B(O)O (1H-pyrazole boronic acid), [Li+].[Cl-] (LiCl), C(=O)([O-])[O-].[Na+].[Na+] (Na2CO3). Reagents/catalysts: C=1C=CC(=CC1)[P](C=2C=CC=CC2)(C=3C=CC=CC3)[Pd]([P](C=4C=CC=CC4)(C=5C=CC=CC5)C=6C=CC=CC6)([P](C=7C=CC=CC7)(C=8C=CC=CC8)C=9C=CC=CC9)[P](C=1C=CC=CC1)(C=1C=CC=CC1)C=1C=CC=CC1 (Pd(PPh3)4). Product: FC=1C=C(CNC(=O)C2=C(N(C3=CC(=CC=C23)C2=CC=NN2)CC2=NC=CC=C2)C(C)C)C=CC1F (N-(3,4-Difluorobenzyl)-2-isopropyl-6-(1H-pyrazol-5-yl)-1-(pyridin-2-ylmethyl)-1H-indole-3-carboxamide). Reaction SMILES: FC(F)(F)S(O[C:7]1[CH:15]=[C:14]2[C:10]([C:11]([C:26](=[O:37])[NH:27][CH2:28][C:29]3[CH:34]=[CH:33][C:32]([F:35])=[C:31]([F:36])[CH:30]=3)=[C:12]([CH:23]([CH3:25])[CH3:24])[N:13]2[CH2:16][C:17]2[CH:22]=[CH:21][CH:20]=[CH:19][N:18]=2)=[CH:9][CH:8]=1)(=O)=O.[NH:40]1[CH:44]=[CH:43][C:42](B(O)O)=[N:41]1.[Li+].[Cl-].C([O-])([O-])=O.[Na+].[Na+]>C1C=CC([P]([Pd]([P](C2C=CC=CC=2)(C2C=CC=CC=2)C2C=CC=CC=2)([P](C2C=CC=CC=2)(C2C=CC=CC=2)C2C=CC=CC=2)[P](C2C=CC=CC=2)(C2C=CC=CC=2)C2C=CC=CC=2)(C2C=CC=CC=2)C2C=CC=CC=2)=CC=1>[F:36][C:31]1[CH:30]=[C:29]([CH:34]=[CH:33][C:32]=1[F:35])[CH2:28][NH:27][C:26]([C:11]1[C:10]2[C:14](=[CH:15][C:7]([C:42]3[NH:41][N:40]=[CH:44][CH:43]=3)=[CH:8][CH:9]=2)[N:13]([CH2:16][C:17]2[CH:22]=[CH:21][CH:20]=[CH:19][N:18]=2)[C:12]=1[CH:23]([CH3:24])[CH3:25])=[O:37] |f:2.3,4.5.6,^1:59,61,80,99|. Procedure: Following General Procedure BB, 3-(3,4-difluorobenzylcarbamoyl)-2-isopropyl-1-(pyridin-2-ylmethyl)-1H-indol-6-yl trifluoromethanesulfonate (Compound 202, 29 mg, 0.05 mmol), was reacted with 1H-pyrazole boronic acid (9 mg, 0.08 mmol), LiCl (7 mg, 0.18 mmol), Na2CO3 (aqueous) (2M, 0.1 ml), Pd(PPh3)4 (3 mg, 0.003 mmol) to yield the title compound as a white solid. Starting materials: COC=1C=C(C(=O)OC)C=CC1CC1=CN(C2=CC=C(C=C12)C(NCC(CC(F)(F)F)C)=O)C (methyl 3-methoxy-4-[1-methyl-5-(2-methyl-4,4,4-trifluorobutylcarbamoyl)indol-3-ylmethyl]benzoate), O.[OH-].[Li+] (lithium hydroxide monohydrate). Run in CO (methanol), O1CCCC1 (tetrahydrofuran), O (water). Run at time 18 hour. Yields the product COC=1C=C(C(=O)O)C=CC1CC1=CN(C2=CC=C(C=C12)C(NCC(CC(F)(F)F)C)=O)C (3-methoxy-4-[1-methyl-5-(2-methyl-4,4,4-trifluorobutylcarbamoyl)indol-3-ylmethyl]benzoic acid). The yield is 88.5%. As a reaction SMILES: [CH3:1][O:2][C:3]1[CH:4]=[C:5]([CH:10]=[CH:11][C:12]=1[CH2:13][C:14]1[C:22]2[C:17](=[CH:18][CH:19]=[C:20]([C:23](=[O:33])[NH:24][CH2:25][CH:26]([CH3:32])[CH2:27][C:28]([F:31])([F:30])[F:29])[CH:21]=2)[N:16]([CH3:34])[CH:15]=1)[C:6]([O:8]C)=[O:7].O.[OH-].[Li+]>CO.O1CCCC1.O>[CH3:1][O:2][C:3]1[CH:4]=[C:5]([CH:10]=[CH:11][C:12]=1[CH2:13][C:14]1[C:22]2[C:17](=[CH:18][CH:19]=[C:20]([C:23](=[O:33])[NH:24][CH2:25][CH:26]([CH3:32])[CH2:27][C:28]([F:30])([F:29])[F:31])[CH:21]=2)[N:16]([CH3:34])[CH:15]=1)[C:6]([OH:8])=[O:7] |f:1.2.3|. Reported procedure: A solution of methyl 3-methoxy-4-[1-methyl-5-(2-methyl-4,4,4-trifluorobutylcarbamoyl)indol-3-ylmethyl]benzoate (0.64 g) in methanol (3.5 mL), tetrahydrofuran (3.5 mL) and water (1.3 mL) was treated with lithium hydroxide monohydrate (0.34 g). The mixture was stirred for 18 hours and the organic solvents evaporated. The resulting aqueous solution was acidified with 10% (w/v) hydrochloric acid. The white precipitate which formed was collected by filtration, washed with water and dried under vacuum...